From a dataset of the Open Reaction Database (ORD), a public repository of structured organic reaction records. describe an organic reaction: reactants, conditions, products, and yield Reactants: mixture, BrC=1C=CC=C2NCC(NC12)=O (8-Bromo-3,4-dihydro-1H-quinoxalin-2-one), C(C)OC(CNC1=C(C(=CC=C1)Br)N)=O ((2-Amino-3-bromo-phenylamino)-acetic acid ethyl ester), [OH-].[Na+] (NaOH), OO (H2O2). Solvent: Cl (HCl). Reaction conditions: temperature 95 celsius. The product is BrC=1C=CC=C2N=CC(NC12)=O (8-Bromo-1H-quinoxalin-2-one). As a reaction SMILES: [Br:1][C:2]1[CH:3]=[CH:4][CH:5]=[C:6]2[C:11]=1[NH:10][C:9](=[O:12])[CH2:8][NH:7]2.C(OC(=O)CNC1C=CC=C(Br)C=1N)C.[OH-].[Na+].OO>Cl>[Br:1][C:2]1[CH:3]=[CH:4][CH:5]=[C:6]2[C:11]=1[NH:10][C:9](=[O:12])[CH:8]=[N:7]2 |f:2.3|. Procedure: A sealable tube is charged with 4.99 g (39.549 mmol) of a mixture of 8-Bromo-3,4-dihydro-1H-quinoxalin-2-one with (2-Amino-3-bromo-phenylamino)-acetic acid ethyl ester (as obtained in step 1.2). 50 mL of a 1M NaOH solution and 12.1 ml of a 30% H2O2 aqueous solution are added. The tube is sealed and heated to 95° C. for 1 h. After cooling, 50 mL of 1M HCl solution are added slowly and the brown solid is collected by filtration, to afford, after drying in HV at 50° C., the title compound which is ... The reactants are enol ether, C(C)(=O)[O-].[Tl+3].C(C)(=O)[O-].C(C)(=O)[O-] (thallium (III) acetate), FC1=C(C=CC(=C1)C(C(=O)OC)C)C1=CC=CC=C1 (methyl 2-(2-fluoro-4-biphenylyl)propionate). Run in C(C)(=O)O.CCCCCC (acetic acid hexane). Product: ester, FC1=C(C=CC(=C1)C(C(=O)O)C)C1=CC=CC=C1 (2-(2-fluoro-4-biphenylyl)propionic acid). RXN SMILES: C([O-])(=O)C.[Tl+3].C([O-])(=O)C.C([O-])(=O)C.[F:14][C:15]1[CH:20]=[C:19]([CH:21]([CH3:26])[C:22]([O:24]C)=[O:23])[CH:18]=[CH:17][C:16]=1[C:27]1[CH:32]=[CH:31][CH:30]=[CH:29][CH:28]=1>C(O)(=O)C.CCCCCC>[F:14][C:15]1[CH:20]=[C:19]([CH:21]([CH3:26])[C:22]([OH:24])=[O:23])[CH:18]=[CH:17][C:16]=1[C:27]1[CH:28]=[CH:29][CH:30]=[CH:31][CH:32]=1 |f:0.1.2.3,5.6|. Procedure details: Following the procedure of Example 2, the enol ether of the formula ##STR9## is reacted with thallium (III) acetate in an aqueous acetic acid/hexane mixture at 25° to 50° C. until methyl 2-(2-fluoro-4-biphenylyl)propionate is formed. This ester is isolated from the reaction mixture and hydrolyzed to 2-(2-fluoro-4-biphenylyl)propionic acid (generic name, flurbiprofen) by the described procedure. The reactants are COC=1C=C(C=CC1)C1=C(SC(=C1C)C1=CC=C(C=C1)OC)C1OCCO1 (2-[3-(3-Methoxyphenyl)-5-(4-methoxyphenyl)-4-methylthien-2-yl]-1,3-dioxolane), CC1=CC=C(C=C1)S(=O)(=O)[O-].C1=CC=[NH+]C=C1 (PPTS). Solvent: CC(=O)C (acetone). Yields the product COC=1C=C(C=CC1)C1=C(SC(=C1C)C1=CC=C(C=C1)OC)C=O (3-(3-Methoxyphenyl)-5-(4-methoxyphenyl)-4-methylthiophene-2-carbaldehyde). The yield is 96.9%. As a reaction SMILES: [CH3:1][O:2][C:3]1[CH:4]=[C:5]([C:9]2[C:13]([CH3:14])=[C:12]([C:15]3[CH:20]=[CH:19][C:18]([O:21][CH3:22])=[CH:17][CH:16]=3)[S:11][C:10]=2[CH:23]2OCC[O:24]2)[CH:6]=[CH:7][CH:8]=1.CC1C=CC(S([O-])(=O)=O)=CC=1.C1C=C[NH+]=CC=1>CC(C)=O>[CH3:1][O:2][C:3]1[CH:4]=[C:5]([C:9]2[C:13]([CH3:14])=[C:12]([C:15]3[CH:16]=[CH:17][C:18]([O:21][CH3:22])=[CH:19][CH:20]=3)[S:11][C:10]=2[CH:23]=[O:24])[CH:6]=[CH:7][CH:8]=1 |f:1.2|. Procedure: 2-[3-(3-Methoxyphenyl)-5-(4-methoxyphenyl)-4-methylthien-2-yl]-1,3-dioxolane (7.0 g, 18 mmol) and PPTS (1.4 g, 5.6 mmol) were combined in wet acetone (180 mL) and heated at reflux for 2 h. At this time, the cooled solution was concentrated in vacuo and the residue was taken up in ethyl acetate (200 mL). The organic phase was washed with saturated aqueous NaHCO3 and brine (200 mL each), dried (Na2SO4) and concentrated in vacuo to give the title compound (5.9 g, 95%, m.p. 105-08° C.) as a yellow s... The reactants are C[O-], Cc1cccc(C)c1O, CO, ClCc1c[nH]cn1, Cl, [Na+], O. The product is Cc1cc(Cc2c[nH]cn2)cc(C)c1O. RXN SMILES: [CH3:10][O-:11].[CH3:1][c:2]1[c:3]([OH:9])[c:4]([CH3:8])[cH:5][cH:6][cH:7]1.[CH3:21][OH:22].[Cl:13][CH2:14][c:15]1[n:16][cH:17][nH:18][cH:19]1.[ClH:20].[Na+:12].[OH2:23]>>[CH3:1][c:2]1[c:3]([OH:9])[c:4]([CH3:8])[cH:5][c:6]([CH2:14][c:15]2[n:16][cH:17][nH:18][cH:19]2)[cH:7]1. Starting materials: FC1=CC=C(C=C1)C(C(=O)O)C1=CC=C(C=C1)F (bis(4-fluorophenyl)acetic acid), CN[C@@H]1CCC=2N(C3=CC=CC=C3C2CC(=O)OCCC)C1 (propyl [(7R)-7-(methylamino)-6,7,8,9-tetrahydropyrido[1,2-a]indol-10-yl]acetate). The product is FC1=CC=C(C=C1)C(C(=O)N([C@@H]1CCC=2N(C3=CC=CC=C3C2CC(=O)O)C1)C)C1=CC=C(C=C1)F (((7R)-7-{[2,2-Bis-(4-fluoro-phenyl)-acetyl]-methyl-amino}-6,7,8,9-tetrahydro-pyrido[1,2-a]indol-10-yl)-acetic acid). Reaction SMILES: [F:1][C:2]1[CH:7]=[CH:6][C:5]([CH:8]([C:12]2[CH:17]=[CH:16][C:15]([F:18])=[CH:14][CH:13]=2)[C:9]([OH:11])=O)=[CH:4][CH:3]=1.[CH3:19][NH:20][C@H:21]1[CH2:40][N:25]2[C:26]3[C:31]([C:32]([CH2:33][C:34]([O:36]CCC)=[O:35])=[C:24]2[CH2:23][CH2:22]1)=[CH:30][CH:29]=[CH:28][CH:27]=3>>[F:18][C:15]1[CH:16]=[CH:17][C:12]([CH:8]([C:5]2[CH:4]=[CH:3][C:2]([F:1])=[CH:7][CH:6]=2)[C:9]([N:20]([CH3:19])[C@H:21]2[CH2:40][N:25]3[C:26]4[C:31]([C:32]([CH2:33][C:34]([OH:36])=[O:35])=[C:24]3[CH2:23][CH2:22]2)=[CH:30][CH:29]=[CH:28][CH:27]=4)=[O:11])=[CH:13][CH:14]=1. Reported procedure: The title compound was prepared using analogous procedures described in Example 1 (Method A) from bis(4-fluorophenyl)acetic acid and propyl [(7R)-7-(methylamino)-6,7,8,9-tetrahydropyrido[1,2-a]indol-10-yl]acetate. MS (+ESI) m/z: 489. Reactants: [BH4-], CO, COc1ccc(F)c(-c2ccc(C=O)cc2OC(F)(F)F)c1, [Na+]. The product is COc1ccc(F)c(-c2ccc(CO)cc2OC(F)(F)F)c1. Reaction SMILES: [BH4-:23].[CH3:25][OH:26].[F:1][c:2]1[c:3](-[c:10]2[c:11]([O:18][C:19]([F:20])([F:21])[F:22])[cH:12][c:13]([CH:16]=[O:17])[cH:14][cH:15]2)[cH:4][c:5]([O:8][CH3:9])[cH:6][cH:7]1.[Na+:24]>>[F:1][c:2]1[c:3](-[c:10]2[c:11]([O:18][C:19]([F:20])([F:21])[F:22])[cH:12][c:13]([CH2:16][OH:17])[cH:14][cH:15]2)[cH:4][c:5]([O:8][CH3:9])[cH:6][cH:7]1. Reactants: OCCC1N(CCCC1)C(=O)OCCCCCCCCCCCCCCCCCC (octadecyl 2-(2-hydroxyethyl)piperidinecarboxylate), C1(=CC=C(C=C1)S(=O)(=O)Cl)C (p-toluenesulfonyl chloride), [OH-].[Na+] (sodium hydroxide). Solvent: O1CCOCC1 (1,4-Dioxane). Yields the product S(=O)(=O)(C1=CC=C(C)C=C1)OCCC1N(CCCC1)C(=O)OCCCCCCCCCCCCCCCCCC (octadecyl 2-[2-(tosyloxy)ethyl]piperidinecarboxylate). Reaction SMILES: [OH:1][CH2:2][CH2:3][CH:4]1[CH2:9][CH2:8][CH2:7][CH2:6][N:5]1[C:10]([O:12][CH2:13][CH2:14][CH2:15][CH2:16][CH2:17][CH2:18][CH2:19][CH2:20][CH2:21][CH2:22][CH2:23][CH2:24][CH2:25][CH2:26][CH2:27][CH2:28][CH2:29][CH3:30])=[O:11].[C:31]1([CH3:41])[CH:36]=[CH:35][C:34]([S:37](Cl)(=[O:39])=[O:38])=[CH:33][CH:32]=1.[OH-].[Na+]>O1CCOCC1>[S:37]([O:1][CH2:2][CH2:3][CH:4]1[CH2:9][CH2:8][CH2:7][CH2:6][N:5]1[C:10]([O:12][CH2:13][CH2:14][CH2:15][CH2:16][CH2:17][CH2:18][CH2:19][CH2:20][CH2:21][CH2:22][CH2:23][CH2:24][CH2:25][CH2:26][CH2:27][CH2:28][CH2:29][CH3:30])=[O:11])([C:34]1[CH:35]=[CH:36][C:31]([CH3:41])=[CH:32][CH:33]=1)(=[O:39])=[O:38] |f:2.3|. Procedure: 1,4-Dioxane solution of octadecyl 2-(2-hydroxyethyl)piperidinecarboxylate and p-toluenesulfonyl chloride is added to sodium hydroxide solution and the mixture is reacted at room temperature to obtain octadecyl 2-[2-(tosyloxy)ethyl]piperidinecarboxylate.